Dataset: the Open Reaction Database (ORD), a public repository of structured organic reaction records. Task: describe an organic reaction: reactants, conditions, products, and yield The reactants are CC(C(=O)OCC)(C)N1CCC2(CCNC2=O)CC1 (ethyl 2-methyl-2-(1-oxo-2,8-diazaspiro[4.5]decan-8-yl)propanoate), CC(C)C[AlH]CC(C)C (DIBAL-H). The solvent is C1(=CC=CC=C1)C (toluene). Conditions: time 2 hour. Yields the product CC(C=O)(C)N1CCC2(CCNC2=O)CC1 (2-methyl-2-(1-oxo-2,8-diazaspiro[4.5]decan-8-yl)propanal). As a reaction SMILES: [CH3:1][C:2]([N:9]1[CH2:19][CH2:18][C:12]2([C:16](=[O:17])[NH:15][CH2:14][CH2:13]2)[CH2:11][CH2:10]1)([CH3:8])[C:3](OCC)=[O:4].CC(C[AlH]CC(C)C)C>C1(C)C=CC=CC=1>[CH3:8][C:2]([N:9]1[CH2:19][CH2:18][C:12]2([C:16](=[O:17])[NH:15][CH2:14][CH2:13]2)[CH2:11][CH2:10]1)([CH3:1])[CH:3]=[O:4]. Procedure: To a solution of ethyl 2-methyl-2-(1-oxo-2,8-diazaspiro[4.5]decan-8-yl)propanoate (3.77 g, 14.1 mmol) in toluene (100 mL) at −78° C. was added DIBAL-H (45.0 mL, 45.0 mmol) dropwise. After 2 h, the reaction was quenched by addition of methanol (10 mL) dropwise, after warmed to rt, 30 mL of saturated sodium sulfate solution was added and the mixture was vigorously stirred at rt for 1 h. After filtration, the filtrate and the filter cake were partitioned between DCM and saturated sodium bicarbonate... Reactants: ClC1=C(C(=NC=N1)NC1=CC=C(C=C1)OC1=NC2=C(N1C)C=CC=C2)[N+](=O)[O-] (6-chloro-N-{4-[(1-methyl-1H-benzimidazol-2-yl)oxy]phenyl}-5-nitropyrimidin-4-amine), TEA. The reagents and catalysts are [Pd] (palladium on carbon). Solvent: CO (MeOH), C1CCOC1 (THF). Conditions: time 8 hour. The product is CN1C(=NC2=C1C=CC=C2)OC2=CC=C(C=C2)NC2=NC=NC=C2N (N4-{4-[(1-methyl-1H-benzimidazol-2-yl)oxy]phenyl}pyrimidine-4,5-diamine). Yield: 39.8%. RXN SMILES: Cl[C:2]1[N:7]=[CH:6][N:5]=[C:4]([NH:8][C:9]2[CH:14]=[CH:13][C:12]([O:15][C:16]3[N:20]([CH3:21])[C:19]4[CH:22]=[CH:23][CH:24]=[CH:25][C:18]=4[N:17]=3)=[CH:11][CH:10]=2)[C:3]=1[N+:26]([O-])=O>[Pd].CO.C1COCC1>[CH3:21][N:20]1[C:19]2[CH:22]=[CH:23][CH:24]=[CH:25][C:18]=2[N:17]=[C:16]1[O:15][C:12]1[CH:13]=[CH:14][C:9]([NH:8][C:4]2[C:3]([NH2:26])=[CH:2][N:7]=[CH:6][N:5]=2)=[CH:10][CH:11]=1. Procedure details: A mixture of 6-chloro-N-{4-[(1-methyl-1H-benzimidazol-2-yl)oxy]phenyl}-5-nitropyrimidin-4-amine (240 mg) and 10% palladium on carbon (160 mg) in MeOH (10 mL) and THF (10 mL) was hydrogenated under balloon pressure at room temperature overnight. To the mixture was added TEA (0.50 mL). The catalyst was removed by filtration and the filtrate was concentrated in vacuo. The residue was purified by column chromatography (silica gel, eluted with 0%-5% MeOH in AcOEt) to give N4-{4-[(1-methyl-1H-benzimid... The reactants are C1(=CC=C(C=C1)S(=O)(=O)O)C (para-toluenesulfonic acid), C[Mg]Br (Methyl magnesium bromide), BrC=1C=C2C(CCC(C2=CC1)=O)(C)C (6-bromo-4,4-dimethyl-3,4-dihydro-2H-naphthalen-1-one), BrC=1C=C2C(CCC(C2=CC1)=O)(C)C (6-bromo-4,4-dimethyl-3,4-dihydro-2H-naphthalen-1-one), O (Water). Solvent: C(C)OCC (diethyl ether), ClCCl (dichloromethane). Yields the product BrC1=CC=C2C(=CCC(C2=C1)(C)C)C (7-Bromo-1,1,4-trimethyl-1,2-dihydro-naphthalene). The yield is 403.8%. Reaction SMILES: C[Mg]Br.[Br:4][C:5]1[CH:6]=[C:7]2[C:12](=[CH:13][CH:14]=1)[C:11](=O)[CH2:10][CH2:9][C:8]2([CH3:17])[CH3:16].[C:18]1(C)C=CC(S(O)(=O)=O)=CC=1.O>C(OCC)C.ClCCl>[Br:4][C:5]1[CH:6]=[C:7]2[C:12]([C:11]([CH3:18])=[CH:10][CH2:9][C:8]2([CH3:17])[CH3:16])=[CH:13][CH:14]=1. Reported procedure: Methyl magnesium bromide (3M solution in diethyl ether, 2.5 mL, 7.50 mmol) was added slowly to a solution of 6-bromo-4,4-dimethyl-3,4-dihydro-2H-naphthalen-1-one (Compound 35, 920 mg, 3.65 mmol) in 10 mL of diethyl ether at 0° C. After stirring and warming to room temperature for 2 h, the mixture was quenched with water at 0° C., extracted with diethyl ether (3×5 mL), washed with brine (1×5 mL), dried (MgSO4) and concentrated at reduced pressure to give a light yellow oil. The crude oil was then... The reactants are COC(=O)CO, CN(C)C=O, COc1cc(Cl)nc(SC)n1, [H-], [Na+], O. Product: COC(=O)COc1cc(OC)nc(SC)n1. RXN SMILES: [C:14]([CH2:15][OH:16])(=[O:17])[O:18][CH3:19].[CH3:20][N:21]([CH3:22])[CH:23]=[O:24].[Cl:3][c:4]1[n:5][c:6]([S:12][CH3:13])[n:7][c:8]([O:10][CH3:11])[cH:9]1.[H-:1].[Na+:2].[OH2:25]>>[c:4]1([O:16][CH2:15][C:14](=[O:17])[O:18][CH3:19])[n:5][c:6]([S:12][CH3:13])[n:7][c:8]([O:10][CH3:11])[cH:9]1.